Dataset: the Open Reaction Database (ORD), a public repository of structured organic reaction records. Task: describe an organic reaction: reactants, conditions, products, and yield The yield is 65.4%. Procedure details: 2-(4-isopropylsulfonylphenyl)-5-trityl-pyrrolo[2,3-b]pyrazin-7-amine (332 mg, 0.5942 mmol) dissolved in PhMe (5 mL) and AlMe3 in heptane (1.783 mL of 1.0 M, 1.783 mmol) added at RT under N2. After 30 minutes, a solution of 5-bromo-3H-isobenzofuran-1-one (253 mg, 1.188 mmol) in DCM (5 mL) added with cooling in an ice bath. RM stirred overnight, temperature rising to ambient. RM re-cooled in an ice bath and water (3 mL) added slowly. After 5 minutes, RM diluted with DCM. Resulting mixture filtered... Solvent: C(Cl)Cl (DCM), O (water), C1(=CC=CC=C1)C (PhMe), C(Cl)Cl (DCM). Reaction conditions: time 30 minute. RXN SMILES: [CH:1]([S:4]([C:7]1[CH:12]=[CH:11][C:10]([C:13]2[N:14]=[C:15]3[C:21]([NH2:22])=[CH:20][N:19]([C:23]([C:36]4[CH:41]=[CH:40][CH:39]=[CH:38][CH:37]=4)([C:30]4[CH:35]=[CH:34][CH:33]=[CH:32][CH:31]=4)[C:24]4[CH:29]=[CH:28][CH:27]=[CH:26][CH:25]=4)[C:16]3=[N:17][CH:18]=2)=[CH:9][CH:8]=1)(=[O:6])=[O:5])([CH3:3])[CH3:2].C[Al](C)C.CCCCCCC.[Br:53][C:54]1[CH:55]=[C:56]2[C:60](=[CH:61][CH:62]=1)[C:59](=O)[O:58][CH2:57]2.C1C=CC(P(C2C=CC=CC=2)C2C=CC=CC=2)=CC=1.CCOC(/N=N/C(OCC)=O)=O>C1(C)C=CC=CC=1.C(Cl)Cl.O>[Br:53][C:54]1[CH:55]=[C:56]2[C:60](=[CH:61][CH:62]=1)[C:59](=[O:58])[N:22]([C:21]1[C:15]3[C:16](=[N:17][CH:18]=[C:13]([C:10]4[CH:9]=[CH:8][C:7]([S:4]([CH:1]([CH3:3])[CH3:2])(=[O:6])=[O:5])=[CH:12][CH:11]=4)[N:14]=3)[N:19]([C:23]([C:36]3[CH:41]=[CH:40][CH:39]=[CH:38][CH:37]=3)([C:30]3[CH:31]=[CH:32][CH:33]=[CH:34][CH:35]=3)[C:24]3[CH:29]=[CH:28][CH:27]=[CH:26][CH:25]=3)[CH:20]=1)[CH2:57]2. Reactants: BrC=1C=C2COC(C2=CC1)=O (5-bromo-3H-isobenzofuran-1-one), C1=CC=C(C=C1)P(C2=CC=CC=C2)C3=CC=CC=C3 (PPh3), CCOC(=O)/N=N/C(=O)OCC (DEAD), C[Al](C)C (AlMe3), CCCCCCC (heptane), C(C)(C)S(=O)(=O)C1=CC=C(C=C1)C=1N=C2C(=NC1)N(C=C2N)C(C2=CC=CC=C2)(C2=CC=CC=C2)C2=CC=CC=C2 (2-(4-isopropylsulfonylphenyl)-5-trityl-pyrrolo[2,3-b]pyrazin-7-amine). The product is BrC=1C=C2CN(C(C2=CC1)=O)C1=CN(C2=NC=C(N=C21)C2=CC=C(C=C2)S(=O)(=O)C(C)C)C(C2=CC=CC=C2)(C2=CC=CC=C2)C2=CC=CC=C2 (5-bromo-2-(2-(4-(isopropylsulfonyl)phenyl)-5-trityl-5H-pyrrolo[2,3-b]pyrazin-7-yl)isoindolin-1-one). Conditions: time 17 hour. The reactants are N1S(C=CC2=C1C=CC=C2)(=O)=O (1H-benzo[c][1,2]thiazine 2,2-dioxide). Yield: 95.1%. RXN SMILES: [NH:1]1[C:6]2[CH:7]=[CH:8][CH:9]=[CH:10][C:5]=2[CH:4]=[CH:3][S:2]1(=[O:12])=[O:11]>[Pd].CO>[NH:1]1[C:6]2[CH:7]=[CH:8][CH:9]=[CH:10][C:5]=2[CH2:4][CH2:3][S:2]1(=[O:11])=[O:12]. Reagents/catalysts: [Pd] (palladium on carbon). The product is N1S(CCC2=C1C=CC=C2)(=O)=O (3,4-Dihydro-1H-benzo[c][1,2]thiazine 2,2-dioxide). Procedure: A solution of 1H-benzo[c][1,2]thiazine 2,2-dioxide (0.381 g, 2.1 mmol) and 10% palladium on carbon (0.05 g) in anhydrous methanol (6 mL) was placed under a hydrogen filled balloon and stirred at room temperature for 17 hours. The mixture was filtered through Celite and concentrated to give a white solid (0.366 g, 95%). 1H NMR (CDCl3, 300 MHz) δ 7.25-7.16 (m, 2H), 7.07-7.01 (m, 1H), 6.76-6.73 (d, 1H, J=8.4 Hz), 3.51-3.46 (t, 2H, J=6.8 Hz), 3.34-3.29 (br t, 1H, J=6.9 Hz). Solvent: CO (methanol). Starting materials: ClC1=CC=C(C(=O)C#N)C=C1 (4-chlorobenzoyl cyanide), [Br-].[Na+] (sodium bromide), S(O)(O)(=O)=O (sulphuric acid), C(C)O (Ethanol). The solvent is O (water). The product is ClC1=CC=C(C=C1)C(C(=O)OCC)=O (ethyl 4-chlorophenylglyoxylate). Isolated yield 54.0%. As a reaction SMILES: [Cl:1][C:2]1[CH:11]=[CH:10][C:5]([C:6]([C:8]#N)=[O:7])=[CH:4][CH:3]=1.[Br-].[Na+].S(=O)(=O)(O)[OH:15].[CH2:19]([OH:21])[CH3:20]>O>[Cl:1][C:2]1[CH:11]=[CH:10][C:5]([C:6](=[O:7])[C:8]([O:21][CH2:19][CH3:20])=[O:15])=[CH:4][CH:3]=1 |f:1.2|. Procedure: 4-Chlorobenzoyl cyanide (13.0 g, 0.079 mol) prepared in Example 1a was added to a stirred mixture of sodium bromide (1.0 g, 0.01 mol) and 80% sulphuric acid (10 ml). An exothermic reaction took place with the formation of a solid yellow mass. Ethanol (50 ml) was added and the mixture was heated under reflux to give a yellow solution. On cooling, a colourless precipitate formed. The mixture was diluted with cold water and extracted with isopropyl ether. The organic extract was washed with water, ... Starting materials: C1COCCN1, CN(C)C=O, CC12CC(O)C3(F)C(CCC4=CC(=O)C=CC43C)C1CCC2=O, S. Product: CC12CC(O)C3(F)C(CCC4=CC(=O)C=CC43C)C1CCC2S. RXN SMILES: [CH2:30]1[NH:31][CH2:32][CH2:33][O:34][CH2:35]1.[CH3:25][N:26]([CH3:27])[CH:28]=[O:29].[F:1][C:2]12[C:3]3([CH3:23])[CH:4]=[CH:5][C:6](=[O:22])[CH:7]=[C:8]3[CH2:9][CH2:10][CH:11]1[CH:12]1[CH2:13][CH2:14][C:15](=[O:21])[C:16]1([CH3:17])[CH2:18][CH:19]2[OH:20].[SH2:24]>>[F:1][C:2]12[C:3]3([CH3:23])[CH:4]=[CH:5][C:6](=[O:22])[CH:7]=[C:8]3[CH2:9][CH2:10][CH:11]1[CH:12]1[CH2:13][CH2:14][CH:15]([SH:24])[C:16]1([CH3:17])[CH2:18][CH:19]2[OH:20].